This data is from the Open Reaction Database (ORD), a public repository of structured organic reaction records. The task is: describe an organic reaction: reactants, conditions, products, and yield The reactants are C1CCOC1, C[Si](C)(C)[N-][Si](C)(C)C, COC(Cc1ccc2c(n1)COC2=O)OC, O=C1Cc2cc(F)ccc2N1, [Li+], O, O=S(=O)(O)O. Product: COC(Cc1ccc2c(n1)COC2=C1C(=O)Nc2ccc(F)cc21)OC. RXN SMILES: [CH2:43]1[O:44][CH2:45][CH2:46][CH2:47]1.[CH3:12][Si:13]([N-:14][Si:15]([CH3:16])([CH3:17])[CH3:18])([CH3:19])[CH3:20].[CH3:22][O:23][CH:24]([CH2:25][c:26]1[cH:27][cH:28][c:29]2[c:30]([n:31]1)[CH2:32][O:33][C:34]2=[O:35])[O:36][CH3:37].[F:1][c:2]1[cH:3][c:4]2[c:8]([cH:9][cH:10]1)[NH:7][C:6](=[O:11])[CH2:5]2.[Li+:21].[OH2:48].[S:38](=[O:39])(=[O:40])([OH:41])[OH:42]>>[F:1][c:2]1[cH:3][c:4]2[c:8]([cH:9][cH:10]1)[NH:7][C:6](=[O:11])[C:5]2=[C:34]1[c:29]2[cH:28][cH:27][c:26]([CH2:25][CH:24]([O:23][CH3:22])[O:36][CH3:37])[n:31][c:30]2[CH2:32][O:33]1.